describe an organic reaction: reactants, conditions, products, and yield From a dataset of the Open Reaction Database (ORD), a public repository of structured organic reaction records. Yields the product CCc1sc(Br)cc1C(Oc1ccc(C(=O)OC)cc1)C1CCCCC1. RXN SMILES: [Br:1][c:2]1[cH:3][c:4]([CH:9]([OH:10])[CH:11]2[CH2:12][CH2:13][CH2:14][CH2:15][CH2:16]2)[c:5]([CH2:7][CH3:8])[s:6]1.[CH2:46]([P:47]([CH2:48][CH2:49][CH2:50][CH3:51])[CH2:52][CH2:53][CH2:54][CH3:55])[CH2:56][CH2:57][CH3:58].[N:28]([C:29]([N:30]1[CH2:31][CH2:32][CH2:33][CH2:34][CH2:35]1)=[O:36])=[N:37][C:38]([N:39]1[CH2:40][CH2:41][CH2:42][CH2:43][CH2:44]1)=[O:45].[O:59]1[CH2:60][CH2:61][CH2:62][CH2:63]1.[OH:17][c:18]1[cH:19][cH:20][c:21]([C:22](=[O:23])[O:24][CH3:25])[cH:26][cH:27]1>>[Br:1][c:2]1[cH:3][c:4]([CH:9]([O:10][c:18]2[cH:19][cH:20][c:21]([C:22](=[O:23])[O:24][CH3:25])[cH:26][cH:27]2)[CH:11]2[CH2:12][CH2:13][CH2:14][CH2:15][CH2:16]2)[c:5]([CH2:7][CH3:8])[s:6]1. The reactants are CCc1sc(Br)cc1C(O)C1CCCCC1, CCCCP(CCCC)CCCC, O=C(N=NC(=O)N1CCCCC1)N1CCCCC1, C1CCOC1, COC(=O)c1ccc(O)cc1. The reactants are C(C)(C)O (isopropyl alcohol), ice water, [Cl-].[NH4+] (ammonium chloride), CC1(C=CC(CC1)=O)C (4,4-dimethyl-2-cyclohexene-1-one), N-butyl lithium, ice water, BrC1=CC=C(C=C1)F (1-bromo-4-fluorobenzene). Run in O1CCCC1 (tetrahydrofuran), O1CCCC1 (tetrahydrofuran). Reaction conditions: temperature -78 celsius, time 15 minute. Yields the product CC1(C(C=C(CC1)C1=CC=C(C=C1)F)=O)C ((2,2-dimethyl)-5-(4-fluorophenyl)-5-cyclohexene-1-one). RXN SMILES: Br[C:2]1[CH:7]=[CH:6][C:5]([F:8])=[CH:4][CH:3]=1.[CH3:9][C:10]1([CH3:17])[CH2:15][CH2:14][C:13](=O)[CH:12]=[CH:11]1.[Cl-].[NH4+].C([OH:23])(C)C>O1CCCC1>[CH3:9][C:10]1([CH3:17])[CH2:15][CH2:14][C:13]([C:2]2[CH:7]=[CH:6][C:5]([F:8])=[CH:4][CH:3]=2)=[CH:12][C:11]1=[O:23] |f:2.3|. Procedure details: 1-bromo-4-fluorobenzene (7.06 g, 40 mmole) was dissolved in 20 ml of tetrahydrofuran, then the resulting solution was stirred at -78° C. in an argon gas stream. N-butyl lithium (25.2 ml, 1.6 mole solution) was added slowly and the solution was allowed to stand for 15 minutes. A solution of 5 g (40 mmole) of 4,4-dimethyl-2-cyclohexene-1-one in 20 ml of tetrahydrofuran was slowly added to the above solution, and then, the resulting solution was allowed to stand for 30 minutes. Thereafter, a satura...